Dataset: the Open Reaction Database (ORD), a public repository of structured organic reaction records. Task: describe an organic reaction: reactants, conditions, products, and yield Reactants: [Cl-].COC[P+](C1=CC=CC=C1)(C1=CC=CC=C1)C1=CC=CC=C1 ((methoxymethyl)triphenylphosphonium chloride), CC(C)([O-])C.[K+] (potassium t-butoxide), C(C)(C)(C)OC(=O)N1C(=CC2=CC(=CC=C12)C=O)C=1C(NC2=CC=CC=C2C1)=O (5-Formyl-2-(2-oxo-1,2-dihydro-quinolin-3-yl)-indole-1-carboxylic acid tert-butyl ester). Run in C1CCOC1 (THF). Run at temperature 25 celsius, time 18 hour. Yields the product COC=CC=1C=C2C=C(NC2=CC1)C=1C(NC2=CC=CC=C2C1)=O (3-{5-[2-methoxyethenyl]-1H-indol-2-yl}quinolin-2(1H)-one). As a reaction SMILES: [Cl-].[CH3:2][O:3][CH2:4][P+](C1C=CC=CC=1)(C1C=CC=CC=1)C1C=CC=CC=1.CC(C)([O-])C.[K+].C(OC([N:37]1[C:45]2[C:40](=[CH:41][C:42]([CH:46]=O)=[CH:43][CH:44]=2)[CH:39]=[C:38]1[C:48]1[C:49](=[O:58])[NH:50][C:51]2[C:56]([CH:57]=1)=[CH:55][CH:54]=[CH:53][CH:52]=2)=O)(C)(C)C>C1COCC1>[CH3:2][O:3][CH:4]=[CH:46][C:42]1[CH:41]=[C:40]2[C:45](=[CH:44][CH:43]=1)[NH:37][C:38]([C:48]1[C:49](=[O:58])[NH:50][C:51]3[C:56]([CH:57]=1)=[CH:55][CH:54]=[CH:53][CH:52]=3)=[CH:39]2 |f:0.1,2.3|. Procedure details: A suspension of (methoxymethyl)triphenylphosphonium chloride (3.6 g, 10.5 mmol, 2.1 equiv) and potassium t-butoxide (2.48 g, 22 mmol, 4.4 equiv) was stirred 1 hour at 25° C. before a suspension of t-butyl 5-formyl-2-(2-oxo-1,2-dihydroquinolin-3-yl)-1H-indole-1-carboxylate (5-8, 1.94 g, 5.0 mmol, 1 equiv) in THF (100 mL) was added via canula and the resulting mixture was stirred at 25° C. for 18 hours. The reaction was concentrated and the residue was stirred in saturated NH4Cl solution. The inso... Reactants: C(C1=CC=CC=C1)SC(CN(C(COC)=O)CCP(=S)(C)C)(C)C (N-(2-benzylthio-2-methylpropyl)-N-(2-dimethylphosphinothioylethyl)methoxyacetamide), Cl (hydrochloric acid). The solvent is C1(=CC=CC=C1)C (toluene), O1CCCC1 (tetrahydrofuran). Reaction conditions: temperature 0 celsius, time 30 minute. Yields the product CP(=S)(CCN(CCOC)CC(C)(C)SCC1=CC=CC=C1)C (N-(2-Dimethylphosphinothioylethyl)-N-(2-methoxyethyl)-2-benzylthio-2-methylpropylamine). The yield is 69.2%. As a reaction SMILES: [CH2:1]([S:8][C:9]([CH3:24])([CH3:23])[CH2:10][N:11]([CH2:17][CH2:18][P:19]([CH3:22])([CH3:21])=[S:20])[C:12](=O)[CH2:13][O:14][CH3:15])[C:2]1[CH:7]=[CH:6][CH:5]=[CH:4][CH:3]=1.Cl>C1(C)C=CC=CC=1.O1CCCC1>[CH3:22][P:19]([CH3:21])([CH2:18][CH2:17][N:11]([CH2:10][C:9]([S:8][CH2:1][C:2]1[CH:3]=[CH:4][CH:5]=[CH:6][CH:7]=1)([CH3:24])[CH3:23])[CH2:12][CH2:13][O:14][CH3:15])=[S:20]. Procedure details: To a stirred solution of N-(2-benzylthio-2-methylpropyl)-N-(2-dimethylphosphinothioylethyl)methoxyacetamide (750 mg) in dry toluene (10 cm3) at 0° C., under an atmosphere of dry nitrogen was added a solution of boranetetrahydrofuran complex in tetrahydrofuran (5.25 cm3, 1M). The mixture was stirred for 30 min at 0° C. and then for 4 h at room temperature. Concentrated hydrochloric acid (1 cm3) was added carefully and the tetrahydrofuran then removed under reduced pressure. The remaining aqueous ... As a reaction SMILES: Cl.Cl.[Cl:3][C:4]1[S:19][C:7]2[N:8]=[CH:9][N:10]=[C:11]([NH:12][CH:13]3[CH2:18][CH2:17][NH:16][CH2:15][CH2:14]3)[C:6]=2[CH:5]=1.[F:20][C:21]1[CH:28]=[CH:27][C:26]([CH:29]=O)=[CH:25][C:22]=1[C:23]#[N:24]>>[Cl:3][C:4]1[S:19][C:7]2[N:8]=[CH:9][N:10]=[C:11]([NH:12][CH:13]3[CH2:14][CH2:15][N:16]([CH2:29][C:26]4[CH:27]=[CH:28][C:21]([F:20])=[C:22]([CH:25]=4)[C:23]#[N:24])[CH2:17][CH2:18]3)[C:6]=2[CH:5]=1 |f:0.1.2|. Reported procedure: The title compound was prepared (392 mg, 41%) from 6-chloro-N-(piperidin-4-yl)thieno[2,3-d]pyrimidin-4-amine dihydrochloride (655 mg, 2.4 mmol) and 2-fluoro-5-formylbenzonitrile (399 mg, 2.7 mmol) by following the general procedure described for Preparation 11. 1H NMR (400 MHz, CDCl3) δ 8.43 (s, 1H), 7.63 (m, 1H), 7.55 (m, 1H), 7.16 (m, 1H), 7.00 (s, 1H), 4.93 (d, 1H), 4.19 (m, 1H), 3.50 (s, 2H), 2.83 (d, 2H), 2.23 (dt, 2H), 2.10 (d, 2H), 1.59 (m, 2H); MS (ESI) m/z: Calculated for C19H18ClFN5S, ... Reactants: Cl.Cl.ClC1=CC2=C(N=CN=C2NC2CCNCC2)S1 (6-chloro-N-(piperidin-4-yl)thieno[2,3-d]pyrimidin-4-amine dihydrochloride), FC1=C(C#N)C=C(C=C1)C=O (2-fluoro-5-formylbenzonitrile). Yields the product ClC1=CC2=C(N=CN=C2NC2CCN(CC2)CC=2C=CC(=C(C#N)C2)F)S1 (5-((4-(6-Chlorothieno[2,3-d]pyrimidin-4-ylamino)piperidin-1-yl)methyl)-2-fluoro benzonitrile). The reactants are COC(=O)c1nc(O)cc(-c2cccc(C(F)(F)F)c2)n1, N. Yields the product NC(=O)c1nc(O)cc(-c2cccc(C(F)(F)F)c2)n1. Reaction SMILES: [CH3:1][O:2][C:3](=[O:4])[c:5]1[n:6][c:7](-[c:12]2[cH:13][c:14]([C:18]([F:19])([F:20])[F:21])[cH:15][cH:16][cH:17]2)[cH:8][c:9]([OH:11])[n:10]1.[NH3:22]>>[O:2]=[C:3]([c:5]1[n:6][c:7](-[c:12]2[cH:13][c:14]([C:18]([F:19])([F:20])[F:21])[cH:15][cH:16][cH:17]2)[cH:8][c:9]([OH:11])[n:10]1)[NH2:22]. The reactants are C(C1=CC=CC=C1)N1C(NC2=C1C=CC=C2)=O (1-benzyl-2,3-dihydrobenzimidazol-2-one), ClCC1CN(CCO1)CC1=CC=CC=C1 (2-chloromethyl-4-benzyl-morpholine). The product is Cl.C(C1=CC=CC=C1)N1CC(OCC1)CN1C(N(C2=C1C=CC=C2)CC2=CC=CC=C2)=O (4-benzyl-2-(1-benzyl-2,3-dihydro-benzimidazol-2-on-3-yl-methyl)-morpholine hydrochloride). Isolated yield 44.4%. As a reaction SMILES: [CH2:1]([N:8]1[C:12]2[CH:13]=[CH:14][CH:15]=[CH:16][C:11]=2[NH:10][C:9]1=[O:17])[C:2]1[CH:7]=[CH:6][CH:5]=[CH:4][CH:3]=1.[Cl:18][CH2:19][CH:20]1[O:25][CH2:24][CH2:23][N:22]([CH2:26][C:27]2[CH:32]=[CH:31][CH:30]=[CH:29][CH:28]=2)[CH2:21]1>>[ClH:18].[CH2:26]([N:22]1[CH2:23][CH2:24][O:25][CH:20]([CH2:19][N:10]2[C:11]3[CH:16]=[CH:15][CH:14]=[CH:13][C:12]=3[N:8]([CH2:1][C:2]3[CH:3]=[CH:4][CH:5]=[CH:6][CH:7]=3)[C:9]2=[O:17])[CH2:21]1)[C:27]1[CH:28]=[CH:29][CH:30]=[CH:31][CH:32]=1 |f:2.3|. Procedure: The condensation of 0.1 mol of 1-benzyl-2,3-dihydrobenzimidazol-2-one and 0.1 mol of 2-chloromethyl-4-benzyl-morpholine is carried out in accordance with the procedure of Example 1. 20 g of 4-benzyl-2-(1-benzyl-2,3-dihydro-benzimidazol-2-on-3-yl-methyl)-morpholine hydrochloride are obtained, m.p. 196° C. The reactants are NC1=C(C=CC(=C1)SC1=CC=CC=C1)[N+](=O)[O-] (1-amino-2-nitro-5-phenylthiobenzene), C([O-])([O-])=O.[Na+].[Na+] (sodium carbonate), CO (methanol), S(=O)([O-])S(=O)[O-].[Na+].[Na+] (sodium dithionite). Solvent: O (water). Yields the product NC1=C(C=C(C=C1)SC1=CC=CC=C1)N (1,2-diamino-4-phenylthiobenzene). As a reaction SMILES: [NH2:1][C:2]1[CH:7]=[C:6]([S:8][C:9]2[CH:14]=[CH:13][CH:12]=[CH:11][CH:10]=2)[CH:5]=[CH:4][C:3]=1[N+:15]([O-])=O.CO.S(S([O-])=O)([O-])=O.[Na+].[Na+].C(=O)([O-])[O-].[Na+].[Na+]>O>[NH2:15][C:3]1[CH:4]=[CH:5][C:6]([S:8][C:9]2[CH:14]=[CH:13][CH:12]=[CH:11][CH:10]=2)=[CH:7][C:2]=1[NH2:1] |f:2.3.4,5.6.7|. Procedure: 4.5 Kg. of 1-amino-2-nitro-5-phenylthiobenzene in 60 l. of methanol and 30 l. of water is treated, under nitrogen, with 8.0 kg. of sodium dithionite and 2.0 kg. of sodium carbonate at reflux. The mixture is heated for 2 hours and the methanol is removed by distillation. The mixture is cooled and extracted with dichloromethane. The dichloromethane solution is filtered, dried over sodium sulfate, and 1,2-diamino-4-phenylthiobenzene is isolated by evaporation. The reactants are CCOC(=O)c1ccc(O)c(O)c1, CC(=O)OC(C)=O, CN(C)C=O. Yields the product CCOC(=O)c1ccc(O)c(OC(C)=O)c1. Reaction SMILES: [CH2:1]([CH3:2])[O:3][C:4]([c:5]1[cH:6][c:7]([OH:12])[c:8]([OH:11])[cH:9][cH:10]1)=[O:13].[CH3:14][C:15](=[O:16])[O:17][C:18](=[O:19])[CH3:20].[O:21]=[CH:22][N:23]([CH3:24])[CH3:25]>>[CH2:1]([CH3:2])[O:3][C:4]([c:5]1[cH:6][c:7]([O:12][C:15]([CH3:14])=[O:16])[c:8]([OH:11])[cH:9][cH:10]1)=[O:13]. The reactants are solution, CC(C)=CC (2-methyl-2-butene), Cl(=O)[O-].[Na+] (sodium chlorite), C(=O)C1=CC=C(O1)C1=C(N=C(S1)NC(C)=O)C (N-(5-(5-formylfuran-2-yl)-4-methylthiazol-2-yl)acetamide), P(=O)([O-])([O-])[O-].[Na+].[Na+].[Na+] (sodium phosphate). Solvent: C1CCOC1 (THF), O (water), C(C)(C)(C)O (tert-butanol), O (water). Conditions: temperature 0 celsius. The product is C(C)(=O)NC=1SC(=C(N1)C)C1=CC=C(O1)C(=O)O (5-(2-acetamido-4-methylthiazol-5-yl)furan-2-carboxylic acid). RXN SMILES: [CH:1]([C:3]1[O:7][C:6]([C:8]2[S:12][C:11]([NH:13][C:14](=[O:16])[CH3:15])=[N:10][C:9]=2[CH3:17])=[CH:5][CH:4]=1)=[O:2].P([O-])([O-])([O-])=[O:19].[Na+].[Na+].[Na+].CC(=CC)C.Cl([O-])=O.[Na+]>C(O)(C)(C)C.C1COCC1.O>[C:14]([NH:13][C:11]1[S:12][C:8]([C:6]2[O:7][C:3]([C:1]([OH:19])=[O:2])=[CH:4][CH:5]=2)=[C:9]([CH3:17])[N:10]=1)(=[O:16])[CH3:15] |f:1.2.3.4,6.7|. Procedure details: To a solution of 1.2 g of N-(5-(5-formylfuran-2-yl)-4-methylthiazol-2-yl)acetamide in 100 mL of tert-butanol was added 5 mL of water and 20 mL of 2N monobasic sodium phosphate. The resulting suspension was cooled to 0° C. while being stirred. To the chilled suspension was added 20 mL of a 2M solution of 2-methyl-2-butene in THF followed by 3 g of sodium chlorite in 10 mL of water. The reaction was allowed to warm to room temperature overnight and the upper organic layer was separated and dried o... Reactants: ClC1=CC=CC2=C1C=CC1=C(C=C2O)C=CC=C1 (1-chloro-5-hydroxy-dibenzo[a,e]cyclooctene), [Cr](=O)(=O)([O-])O[Cr](=O)(=O)[O-].[NH+]1=CC=CC=C1.[NH+]1=CC=CC=C1 (pyridinium dichromate), C(C)OCC (diethyl ether), 4A. Solvent: ClCCl (dichloromethane). The product is ClC1=CC=CC2=C1C=CC1=C(CC2=O)C=CC=C1 (1-Chloro-5-oxo-dibenzo[a,e]cyclooctene). The yield is 90.0%. As a reaction SMILES: [Cl:1][C:2]1[C:7]2[CH:8]=[CH:9][C:10]3[CH:18]=[CH:17][CH:16]=[CH:15][C:11]=3[CH:12]=[C:13]([OH:14])[C:6]=2[CH:5]=[CH:4][CH:3]=1.[Cr](O[Cr]([O-])(=O)=O)([O-])(=O)=O.[NH+]1C=CC=CC=1.[NH+]1C=CC=CC=1.C(OCC)C>ClCCl>[Cl:1][C:2]1[C:7]2[CH:8]=[CH:9][C:10]3[CH:18]=[CH:17][CH:16]=[CH:15][C:11]=3[CH2:12][C:13](=[O:14])[C:6]=2[CH:5]=[CH:4][CH:3]=1 |f:1.2.3|. Procedure details: To a solution of 1-chloro-5-hydroxy-dibenzo[a,e]cyclooctene (1.5 g) in dry dichloromethane (60 ml) was added pyridinium dichromate (5.0 g) and crushed 4A molecular sieves (2.5 g). After stirring at room temperature for 3h. diethyl ether (150 ml) was added and the reaction mixture was filtered through a plug of celite. The solvent was removed in vacuo and the residue purified by chromatography on flash silica with 10% ethyl acetate in hexane as eluent to give the title compound (1.35 g) m.p. 151°... Starting materials: C=CCCC1C(=O)CCc2ccccc21, CC(=O)[O-], CO, Cl, NO, [Na+]. The product is C=CCCC1C(=NO)CCc2ccccc21. As a reaction SMILES: [CH2:1]([CH2:2][CH:3]=[CH2:4])[CH:5]1[C:6](=[O:15])[CH2:7][CH2:8][c:9]2[cH:10][cH:11][cH:12][cH:13][c:14]21.[CH3:20][C:21](=[O:22])[O-:23].[CH3:24][OH:25].[ClH:16].[NH2:17][OH:18].[Na+:19]>>[CH2:1]([CH2:2][CH:3]=[CH2:4])[CH:5]1[C:6](=[N:17][OH:18])[CH2:7][CH2:8][c:9]2[cH:10][cH:11][cH:12][cH:13][c:14]21.